From a dataset of the Open Reaction Database (ORD), a public repository of structured organic reaction records. describe an organic reaction: reactants, conditions, products, and yield Reactants: COC=1C=C(C=CC1OC)NC=1N=CC2=C(C3=C(NC(C2)=O)C=CC(=C3)I)N1 (2-(3,4-dimethoxy-phenylamino)-10-iodo-5H,7H-benzo[b]pyrimido[4,5-d]azepin-6-one), C(C#C)N1CCCC1 (1-(prop-2-ynyl)pyrrolidine). Product: COC=1C=C(C=CC1OC)NC=1N=CC2=C(C3=C(NC(C2)=O)C=CC(=C3)C#CCN3CCCC3)N1 (2-(3,4-Dimethoxy-phenylamino)-10-(3-pyrrolidin-1-yl-prop-1-ynyl)-5H,7H-benzo[b]pyrimido[4,5-d]azepin-6-one). As a reaction SMILES: [CH3:1][O:2][C:3]1[CH:4]=[C:5]([NH:11][C:12]2[N:13]=[CH:14][C:15]3[CH2:21][C:20](=[O:22])[NH:19][C:18]4[CH:23]=[CH:24][C:25](I)=[CH:26][C:17]=4[C:16]=3[N:28]=2)[CH:6]=[CH:7][C:8]=1[O:9][CH3:10].[CH2:29]([N:32]1[CH2:36][CH2:35][CH2:34][CH2:33]1)[C:30]#[CH:31]>>[CH3:1][O:2][C:3]1[CH:4]=[C:5]([NH:11][C:12]2[N:13]=[CH:14][C:15]3[CH2:21][C:20](=[O:22])[NH:19][C:18]4[CH:23]=[CH:24][C:25]([C:31]#[C:30][CH2:29][N:32]5[CH2:36][CH2:35][CH2:34][CH2:33]5)=[CH:26][C:17]=4[C:16]=3[N:28]=2)[CH:6]=[CH:7][C:8]=1[O:9][CH3:10]. Procedure: In a manner similar to Method O, 2-(3,4-dimethoxy-phenylamino)-10-iodo-5H,7H-benzo[b]pyrimido[4,5-d]azepin-6-one (I-26) and 1-(prop-2-ynyl)pyrrolidine were converted to I-31 (29%): HRMS Calcd. for C27H31N5O3: 470.2192, Found 470.2185.